From a dataset of the Open Reaction Database (ORD), a public repository of structured organic reaction records. describe an organic reaction: reactants, conditions, products, and yield Reactants: CS(=O)(=O)O, CCO, CCOCC, CC(CO)(CO)NCc1cc2c3ccccc3ccc2c2ccccc12. Product: CS(=O)(=O)O, CC(O)C(C)(CO)NCc1cc2c3ccccc3ccc2c2ccccc12. Reaction SMILES: [CH3:1][S:2](=[O:3])(=[O:4])[OH:5].[CH3:32][CH2:33][OH:34].[CH3:35][CH2:36][O:37][CH2:38][CH3:39].[cH:6]1[cH:7][cH:8][cH:9][c:10]2[c:11]3[cH:12][c:13]([CH2:24][NH:25][C:26]([CH2:27][OH:28])([CH2:29][OH:30])[CH3:31])[c:14]4[cH:15][cH:16][cH:17][cH:18][c:19]4[c:20]3[cH:21][cH:22][c:23]12>>[CH3:1][S:2](=[O:3])(=[O:4])[OH:5].[cH:6]1[cH:7][cH:8][cH:9][c:10]2[c:11]3[cH:12][c:13]([CH2:24][NH:25][C:26]([CH:27]([OH:28])[CH3:32])([CH2:29][OH:30])[CH3:31])[c:14]4[cH:15][cH:16][cH:17][cH:18][c:19]4[c:20]3[cH:21][cH:22][c:23]12. The reactants are Cl.C(CCC)C1=CC=C(C=C1)C1=CC(=CC=C1)NN ((4′-Butyl-biphenyl-3-yl)-hydrazine hydrochloride), COC(=O)C=1C=C2CCC(C2=CC1)=O (1-oxo-indan-5-carboxylic acid methyl ester), title material. The product is C(CCC)C1=CC=C(C=C1)C=1C=CC=2C3=C(NC2C1)C1=CC=C(C=C1C3)C(=O)O (7-(4-Butyl-phenyl)-5,10-dihydro-indeno[1,2-b]indole-2-carboxylic acid). As a reaction SMILES: Cl.[CH2:2]([C:6]1[CH:11]=[CH:10][C:9]([C:12]2[CH:17]=[CH:16][CH:15]=[C:14]([NH:18]N)[CH:13]=2)=[CH:8][CH:7]=1)[CH2:3][CH2:4][CH3:5].C[O:21][C:22]([C:24]1[CH:25]=[C:26]2[C:30](=[CH:31][CH:32]=1)[C:29](=O)[CH2:28][CH2:27]2)=[O:23]>>[CH2:2]([C:6]1[CH:11]=[CH:10][C:9]([C:12]2[CH:17]=[CH:16][C:15]3[C:28]4[CH2:27][C:26]5[C:30](=[CH:31][CH:32]=[C:24]([C:22]([OH:23])=[O:21])[CH:25]=5)[C:29]=4[NH:18][C:14]=3[CH:13]=2)=[CH:8][CH:7]=1)[CH2:3][CH2:4][CH3:5] |f:0.1|. Procedure: By reacting (4′-Butyl-biphenyl-3-yl)-hydrazine hydrochloride (example 70, step 1) and 1-oxo-indan-5-carboxylic acid methyl ester as described in example 1 followed by hydrolysis as described in example 2 the title material is obtained in similar yield. ESMS m/z 382.1 (M+H+). The reactants are BrCC(=O)C1=CC=C(C=C1)O (2-Bromo-1-(4-hydroxyphenyl)ethanone), ClC1=CC=C(OCC(=O)N)C=C1 (2-(4-chlorophenoxy)acetamide), CN1C(CCC1)=O (N-methylpyrrolidone), C(O)([O-])=O.[Na+] (sodium hydrogen carbonate). Run in C(C)(=O)OCC (ethyl acetate). Reaction conditions: temperature 100 celsius. The product is ClC1=CC=C(OCC=2OC=C(N2)C2=CC=C(C=C2)O)C=C1 (4-[2-(4-chlorophenoxymethyl)oxazol-4-yl]phenol). Isolated yield 40.1%. Reaction SMILES: Br[CH2:2][C:3]([C:5]1[CH:10]=[CH:9][C:8]([OH:11])=[CH:7][CH:6]=1)=O.[Cl:12][C:13]1[CH:23]=[CH:22][C:16]([O:17][CH2:18][C:19]([NH2:21])=[O:20])=[CH:15][CH:14]=1.CN1CCCC1=O.C(=O)([O-])O.[Na+]>C(OCC)(=O)C>[Cl:12][C:13]1[CH:14]=[CH:15][C:16]([O:17][CH2:18][C:19]2[O:20][CH:2]=[C:3]([C:5]3[CH:10]=[CH:9][C:8]([OH:11])=[CH:7][CH:6]=3)[N:21]=2)=[CH:22][CH:23]=1 |f:3.4|. Reported procedure: 2-Bromo-1-(4-hydroxyphenyl)ethanone (2.90 g) and 2-(4-chlorophenoxy)acetamide (5.0 g) were added to N-methylpyrrolidone (5 ml), and the mixture was stirred at 100° C. under a nitrogen atmosphere. After being cooled to room temperature, ethyl acetate and a saturated sodium hydrogen carbonate aqueous solution were added to the reaction mixture and separated into layers. The organic layer was washed with water, dried over sodium sulfate, and then concentrated under reduced pressure. Sodium acetate ... Reactants: BrC/C(/C(=O)O)=C/C(=O)O (2-(bromomethyl)-maleic acid), BrC/C(/C(=O)O)=C/C(=O)O (2-(bromomethyl)-maleic acid), C(\C=C\C(=O)[O-])(=O)[O-] (fumarate), BrC/C=1/C(=O)OC(\C1)=O (2-bromomethyl maleic anhydride). Product: BrC/C(/C(=O)O)=C\C(=O)O (bromomethyl fumaric acid). RXN SMILES: [Br:1][CH2:2]/[C:3](=[CH:7]/[C:8]([OH:10])=[O:9])/[C:4]([OH:6])=[O:5].C([O-])(=O)/C=C/C([O-])=O.BrCC1C(OC(=O)C=1)=O>>[Br:1][CH2:2]/[C:3](=[CH:7]\[C:8]([OH:10])=[O:9])/[C:4]([OH:6])=[O:5]. Procedure details: Steps are taken to avoid isomerization of 2-(bromomethyl)-maleic acid (3) to the corresponding fumarate analog by hydrolyzing the anhydride (2) in a dilute aqueous solution and neutralizing the diacid (3) immediately after complete hydrolysis. Any bromomethyl fumaric acid derivative formed is removed in purifying compound (4) as described in more detail below. The yield is 28.0%. Product: C(=O)(OC(C)(C)C)N1C=CC2=CC(=CC=C12)COC1CCCCC1 (N-Boc-5-cyclohexyloxymethylindole). Starting materials: C(C)(C)(C)OC(=O)N1C=CC2=CC(=CC=C12)CCl (5-chloromethyl-indole-1-carboxylic acid tert-butyl ester), C1(CCCCC1)O (cyclohexanol), Ag2O. Procedure details: A mixture of 5-chloromethyl-indole-1-carboxylic acid tert-butyl ester (0.41 g, 1.55 mmol, 1.0 eq.), cyclohexanol (0.82 mL, 5.0 eq.) and Ag2O (1.80 g, 5.0 eq.) in diethyl ether (5 mL) was stirred at 35° C. over weekend. After cooling to room temperature, the reaction mixture was filtered through celite washing with ether. The filtrate was concentrated and the residue was purified by chromatography (3% EtOAc/hexanes) to give N-Boc-5-cyclohexyloxymethylindole (160 mg, 28%) as colorless oil. 1HNMR c... As a reaction SMILES: [C:1]([O:5][C:6]([N:8]1[C:16]2[C:11](=[CH:12][C:13]([CH2:17]Cl)=[CH:14][CH:15]=2)[CH:10]=[CH:9]1)=[O:7])([CH3:4])([CH3:3])[CH3:2].[CH:19]1([OH:25])[CH2:24][CH2:23][CH2:22][CH2:21][CH2:20]1>C(OCC)C>[C:6]([N:8]1[C:16]2[C:11](=[CH:12][C:13]([CH2:17][O:25][CH:19]3[CH2:24][CH2:23][CH2:22][CH2:21][CH2:20]3)=[CH:14][CH:15]=2)[CH:10]=[CH:9]1)([O:5][C:1]([CH3:4])([CH3:3])[CH3:2])=[O:7]. Run at temperature 35 celsius. Solvent: C(C)OCC (diethyl ether). Reactants: O=C([O-])O, O=C(OCc1ccccc1)N1CCCN(C(=O)C(Cc2ccc(OS(=O)(=O)c3cccc4cnccc34)cc2)NS(=O)(=O)c2cccc3cnccc23)CC1, CO, [Na+], [Na+], C1CCOC1, [OH-], O=C(O)CC(O)(CC(=O)O)C(=O)O. Yields the product O=C(OCc1ccccc1)N1CCCN(C(=O)C(Cc2ccc(O)cc2)NS(=O)(=O)c2cccc3cnccc23)CC1. RXN SMILES: [C:71](=[O:72])([OH:73])[O-:74].[CH2:1]([c:2]1[cH:3][cH:4][cH:5][cH:6][cH:7]1)[O:8][C:9](=[O:10])[N:11]1[CH2:12][CH2:13][N:14]([C:18]([CH:19]([NH:20][S:21](=[O:22])(=[O:23])[c:24]2[c:25]3[cH:26][cH:27][n:28][cH:29][c:30]3[cH:31][cH:32][cH:33]2)[CH2:34][c:35]2[cH:36][cH:37][c:38]([O:41][S:42]([c:43]3[c:44]4[cH:45][cH:46][n:47][cH:48][c:49]4[cH:50][cH:51][cH:52]3)(=[O:53])=[O:54])[cH:39][cH:40]2)=[O:55])[CH2:15][CH2:16][CH2:17]1.[CH3:76][OH:77].[Na+:57].[Na+:75].[O:78]1[CH2:79][CH2:80][CH2:81][CH2:82]1.[OH-:56].[OH:58][C:59]([CH2:60][C:61]([C:62](=[O:63])[OH:64])([CH2:65][C:66](=[O:67])[OH:68])[OH:69])=[O:70]>>[CH2:1]([c:2]1[cH:3][cH:4][cH:5][cH:6][cH:7]1)[O:8][C:9](=[O:10])[N:11]1[CH2:12][CH2:13][N:14]([C:18]([CH:19]([NH:20][S:21](=[O:22])(=[O:23])[c:24]2[c:25]3[cH:26][cH:27][n:28][cH:29][c:30]3[cH:31][cH:32][cH:33]2)[CH2:34][c:35]2[cH:36][cH:37][c:38]([OH:41])[cH:39][cH:40]2)=[O:55])[CH2:15][CH2:16][CH2:17]1. The reactants are CC=1NC2=CC=CC=C2C1C(=O)OCC (ethyl 2-methyl-1H-indole-3-carboxylate), [H-].[Na+] (NaH), BrC(C)C1=CC=C(C=C1)Cl (1-(1-bromoethyl)-4-chlorobenzene). Solvent: CN(C)C=O (DMF), CN(C)C=O (DMF), O (water). Run at temperature 55 celsius, time 30 minute. Product: ClC1=CC=C(C=C1)C(C)N1C(=C(C2=CC=CC=C12)C(=O)OCC)C ((±)-ethyl 1-(1-(4-chlorophenyl)ethyl)-2-methyl-1H-indole-3-carboxylate). The yield is 50.1%. As a reaction SMILES: [CH3:1][C:2]1[NH:3][C:4]2[C:9]([C:10]=1[C:11]([O:13][CH2:14][CH3:15])=[O:12])=[CH:8][CH:7]=[CH:6][CH:5]=2.[H-].[Na+].Br[CH:19]([C:21]1[CH:26]=[CH:25][C:24]([Cl:27])=[CH:23][CH:22]=1)[CH3:20]>CN(C=O)C.O>[Cl:27][C:24]1[CH:25]=[CH:26][C:21]([CH:19]([N:3]2[C:4]3[C:9](=[CH:8][CH:7]=[CH:6][CH:5]=3)[C:10]([C:11]([O:13][CH2:14][CH3:15])=[O:12])=[C:2]2[CH3:1])[CH3:20])=[CH:22][CH:23]=1 |f:1.2|. Procedure details: To a solution of ethyl 2-methyl-1H-indole-3-carboxylate (250 mg, 1.23 mmol) in anhydrous DMF (2 mL) was added NaH (60% in mineral oil, 74 mg, 1.85 mmol) at room temperature under N2. The reaction was stirred at 50-60° C. for 30 min. Then the reaction was cooled to 0° C. and a solution of 1-(1-bromoethyl)-4-chlorobenzene (from Example 35; 400 mg, 1.85 mmol) in DMF (1 mL) was added drop-wise. The reaction was stirred at room temperature overnight. Then the mixture was diluted with water and extrac... The reactants are BrC1=CC=C(C(=O)Cl)C=C1 (4-bromobenzoyl chloride), N1=CC=CC=C1 (pyridine), CN(C1CNCC1)C (3-(dimethylamino)pyrrolidine). The solvent is CCOCC (ether), C(Cl)Cl (CH2Cl2). Reaction conditions: time 2 hour. The product is BrC1=CC=C(C(=O)N2CC(CC2)N(C)C)C=C1 (1-(4-bromobenzoyl)-3-dimethylaminopyrrolidine). Yield: 50.5%. RXN SMILES: [Br:1][C:2]1[CH:10]=[CH:9][C:5]([C:6](Cl)=[O:7])=[CH:4][CH:3]=1.N1C=CC=CC=1.[CH3:17][N:18]([CH3:24])[CH:19]1[CH2:23][CH2:22][NH:21][CH2:20]1>C(Cl)Cl.CCOCC>[Br:1][C:2]1[CH:10]=[CH:9][C:5]([C:6]([N:21]2[CH2:22][CH2:23][CH:19]([N:18]([CH3:24])[CH3:17])[CH2:20]2)=[O:7])=[CH:4][CH:3]=1. Procedure details: To a solution of 4-bromobenzoyl chloride (2.2 g, 10 mmol) and pyridine (1 mLl) in CH2Cl2 at 0° C. is added 3-(dimethylamino)pyrrolidine (1.14 mL, 10 mmol). The reaction is stirred at room temperature for 2 h, diluted with ether and filtered. The filtercake is washed with ether, treated with 0.1 N sodium hydroxide, stirred and filtered. This filtercake is washed with ether and recrystallized from petroleum ether to give 1-(4-bromobenzoyl)-3-dimethylaminopyrrolidine as a white powder (1.5 g), iden... Reactants: CNS(=O)(=O)C=1SC(=CC1)C1=NC=NC2=CC=C(C=C12)C=1C(=NN(C1)C(C1=CC=CC=C1)(C1=CC=CC=C1)C1=CC=CC=C1)C1=CC=C(C=C1)F (5-{6-[3-(4-fluorophenyl)-1-trityl-1H-pyrazol-4-yl]quinazolin-4-yl}thiophen-2-sulfonic acid methylamide), Cl.ClCCN1CCOCC1 (4-(2-chloroethyl)morpholine hydrochloride). The solvent is C(C)N(CC)CC (triethylamine). The product is CN(S(=O)(=O)C=1SC(=CC1)C1=NC=NC2=CC=C(C=C12)C=1C(=NN(C1)C(C1=CC=CC=C1)(C1=CC=CC=C1)C1=CC=CC=C1)C1=CC=C(C=C1)F)CCN1CCOCC1 (5-{6-[3-(4-fluorophenyl)-1-trityl-1H-pyrazol-4-yl]quinazolin-4-yl}thiophen-2-sulfonic acid methyl-(2-morpholin-4-yl-ethyl)amide). Yield: 51.7%. Reaction SMILES: [CH3:1][NH:2][S:3]([C:6]1[S:7][C:8]([C:11]2[C:20]3[C:15](=[CH:16][CH:17]=[C:18]([C:21]4[C:22]([C:45]5[CH:50]=[CH:49][C:48]([F:51])=[CH:47][CH:46]=5)=[N:23][N:24]([C:26]([C:39]5[CH:44]=[CH:43][CH:42]=[CH:41][CH:40]=5)([C:33]5[CH:38]=[CH:37][CH:36]=[CH:35][CH:34]=5)[C:27]5[CH:32]=[CH:31][CH:30]=[CH:29][CH:28]=5)[CH:25]=4)[CH:19]=3)[N:14]=[CH:13][N:12]=2)=[CH:9][CH:10]=1)(=[O:5])=[O:4].Cl.Cl[CH2:54][CH2:55][N:56]1[CH2:61][CH2:60][O:59][CH2:58][CH2:57]1>C(N(CC)CC)C>[CH3:1][N:2]([CH2:54][CH2:55][N:56]1[CH2:61][CH2:60][O:59][CH2:58][CH2:57]1)[S:3]([C:6]1[S:7][C:8]([C:11]2[C:20]3[C:15](=[CH:16][CH:17]=[C:18]([C:21]4[C:22]([C:45]5[CH:46]=[CH:47][C:48]([F:51])=[CH:49][CH:50]=5)=[N:23][N:24]([C:26]([C:39]5[CH:40]=[CH:41][CH:42]=[CH:43][CH:44]=5)([C:33]5[CH:38]=[CH:37][CH:36]=[CH:35][CH:34]=5)[C:27]5[CH:32]=[CH:31][CH:30]=[CH:29][CH:28]=5)[CH:25]=4)[CH:19]=3)[N:14]=[CH:13][N:12]=2)=[CH:9][CH:10]=1)(=[O:4])=[O:5] |f:1.2|. Reported procedure: 100 mg 5-{6-[3-(4-fluorophenyl)-1-trityl-1H-pyrazol-4-yl]quinazolin-4-yl}thiophen-2-sulfonic acid methylamide (compound in Example 745), 29 mg 4-(2-chloroethyl)morpholine hydrochloride and 21 μL triethylamine were reacted in the same manner as in Example 746, to give 60 mg 5-{6-[3-(4-fluorophenyl)-1-trityl-1H-pyrazol-4-yl]quinazolin-4-yl}thiophen-2-sulfonic acid methyl-(2-morpholin-4-yl-ethyl)amide. This product was subjected to the same reaction as in Example 618, dissolved in dichloromethane/m... Reactants: BrCC1CC1, CC(=O)c1ccc(O)cc1C. Yields the product CC(=O)c1ccc(OCC2CC2)cc1C. As a reaction SMILES: [Br:12][CH2:13][CH:14]1[CH2:15][CH2:16]1.[OH:1][c:2]1[cH:3][c:4]([CH3:11])[c:5]([C:8]([CH3:9])=[O:10])[cH:6][cH:7]1>>[O:1]([c:2]1[cH:3][c:4]([CH3:11])[c:5]([C:8]([CH3:9])=[O:10])[cH:6][cH:7]1)[CH2:13][CH:14]1[CH2:15][CH2:16]1.